From a dataset of the Open Reaction Database (ORD), a public repository of structured organic reaction records. describe an organic reaction: reactants, conditions, products, and yield The reactants are C1CCOC1, CC(C)(C)[O-], CCOC(C)=O, CC(C)(C)OC(=O)NCCCn1c(CCl)nc2cnc3ccccc3c21, [K+]. Yields the product CC(C)(C)OC(=O)N1CCCn2c(nc3cnc4ccccc4c32)C1. Reaction SMILES: [CH2:39]1[O:40][CH2:41][CH2:42][CH2:43]1.[CH3:27][C:28]([CH3:29])([O-:30])[CH3:31].[CH3:33][CH2:34][O:35][C:36](=[O:37])[CH3:38].[Cl:1][CH2:2][c:3]1[n:4]([CH2:16][CH2:17][CH2:18][NH:19][C:20]([O:21][C:22]([CH3:23])([CH3:24])[CH3:25])=[O:26])[c:5]2[c:6]([cH:7][n:8][c:9]3[cH:10][cH:11][cH:12][cH:13][c:14]23)[n:15]1.[K+:32]>>[CH2:2]1[c:3]2[n:4]([c:5]3[c:6]([cH:7][n:8][c:9]4[cH:10][cH:11][cH:12][cH:13][c:14]34)[n:15]2)[CH2:16][CH2:17][CH2:18][N:19]1[C:20]([O:21][C:22]([CH3:23])([CH3:24])[CH3:25])=[O:26]. Starting materials: [H-].C(C(C)C)[Al+]CC(C)C (Diisobutylaluminium hydride), BrC=1C=NN(C1)C(CC(=O)OCC)(C)C (ethyl 3-(4-bromo-1H-pyrazol-1-yl)-3-methylbutanoate), BrC=1C=NN(C1)C(CC(=O)OCC)(C)C (ethyl 3-(4-bromo-1H-pyrazol-1-yl)-3-methylbutanoate). The solvent is C1CCOC1 (THF). Reaction conditions: temperature -10 celsius, time 3 hour. Product: BrC=1C=NN(C1)C(CCO)(C)C (3-(4-Bromo-1H-pyrazol-1-yl)-3-methylbutan-1-ol). The yield is 90.5%. Reaction SMILES: [H-].C([Al+]CC(C)C)C(C)C.[Br:11][C:12]1[CH:13]=[N:14][N:15]([C:17]([CH3:25])([CH3:24])[CH2:18][C:19](OCC)=[O:20])[CH:16]=1>C1COCC1>[Br:11][C:12]1[CH:13]=[N:14][N:15]([C:17]([CH3:25])([CH3:24])[CH2:18][CH2:19][OH:20])[CH:16]=1 |f:0.1|. Procedure: Diisobutylaluminium hydride (1 M in toluene, 10.43 mL) was added dropwise to a solution of ethyl 3-(4-bromo-1H-pyrazol-1-yl)-3-methylbutanoate (Compound 50E, 1.3 g, 4.74 mmol), in THF (30 mL) at −78° C. and allowed to stir for 3 hours eventually warming to −10° C. The reaction mixture was quenched with an aqueous solution of K/Na tartrate tetrahydrate (10 mL) and allowed to stir for 2 hours. The mixture was extracted with ethyl acetate (3×15 mL) and the combined organic extracts were washed with... The reactants are O=C(O)C(Cc1ccccc1)C(=O)C1CNCCO1, NOCc1ccccc1, COC(=O)C(Cc1ccccc1)C(=O)O, CO, [Na+], [OH-], O. Product: O=C(O)C(Cc1ccccc1)C(=O)NOCc1ccccc1. Reaction SMILES: [CH2:1]([c:2]1[cH:3][cH:4][cH:5][cH:6][cH:7]1)[CH:8]([C:9](=[O:10])[OH:11])[C:12]([CH:13]1[CH2:14][NH:15][CH2:16][CH2:17][O:18]1)=[O:19].[CH2:35]([c:36]1[cH:37][cH:38][cH:39][cH:40][cH:41]1)[O:42][NH2:43].[CH3:20][O:21][C:22](=[O:23])[CH:24]([CH2:25][c:26]1[cH:27][cH:28][cH:29][cH:30][cH:31]1)[C:32]([OH:33])=[O:34].[CH3:47][OH:48].[Na+:45].[OH-:44].[OH2:46]>>[CH2:1]([c:2]1[cH:3][cH:4][cH:5][cH:6][cH:7]1)[CH:8]([C:9](=[O:10])[OH:11])[C:12](=[O:19])[NH:43][O:42][CH2:35][c:36]1[cH:37][cH:38][cH:39][cH:40][cH:41]1. Reactants: BrCC(=O)Br (Bromoacetyl bromide), [N+](=O)([O-])C1=CC=C(C=C1)CCN (p-nitrophenylethylamine), hydrochloride salt. Solvent: C(Cl)Cl (CH2Cl2). Yields the product [N+](=O)([O-])C1=CC=C(C=C1)CCNC(CBr)=O (N-(4-nitrophenylethyl)bromoacetamide). Reaction SMILES: [Br:1][CH2:2][C:3](Br)=[O:4].[N+:6]([C:9]1[CH:14]=[CH:13][C:12]([CH2:15][CH2:16][NH2:17])=[CH:11][CH:10]=1)([O-:8])=[O:7]>C(Cl)Cl>[N+:6]([C:9]1[CH:10]=[CH:11][C:12]([CH2:15][CH2:16][NH:17][C:3](=[O:4])[CH2:2][Br:1])=[CH:13][CH:14]=1)([O-:8])=[O:7]. Procedure details: Bromoacetyl bromide (806 rag, 4.0 mmol) was added dropwise to a solution of p-nitrophenylethylamine (665 mg, 4.0 mmol, freshly prepared from the hydrochloride salt) in 30 mL CH2Cl2 over 6 rain at 0° C. with stirring. Then, the reaction mixture was stirred at 0° C. for 1 h. The resulting precipitate was filtered off and washed twice with 10 mL CH2Cl2, which was combined with filtrate and rotoevaporated to dryness. Chromatography over 20 g silica gel and elution with 5:3 ethyl acetate:hexane gave ... Starting materials: IC(C(C(I)(F)F)(F)F)(F)F (1, 3-Diiodoperfluoropropane), IC=1C=C(C(C#N)=CC1)C#N (4 - iodophthalonitrile), CS(=O)C (dimethyl sulfoxide). Reagents/catalysts: [Cu] (copper). Run in O (water). Product: C(#N)C=1C=C(C=CC1C#N)C(C(C(C1=CC(=C(C=C1)C#N)C#N)(F)F)(F)F)(F)F (1,3 -Bis(3,4 - Dicyanophenyl) Perfluoropropane). Isolated yield 54.4%. RXN SMILES: I[C:2]([F:11])([F:10])[C:3]([F:9])([F:8])[C:4]([F:7])([F:6])I.I[C:13]1[CH:14]=[C:15]([C:21]#[N:22])[C:16](=[CH:19][CH:20]=1)[C:17]#[N:18].CS(C)=O>[Cu].O>[C:21]([C:15]1[CH:14]=[C:13]([C:2]([F:11])([F:10])[C:3]([F:9])([F:8])[C:4]([F:7])([F:6])[C:13]2[CH:20]=[CH:19][C:16]([C:17]#[N:18])=[C:15]([C:21]#[N:22])[CH:14]=2)[CH:20]=[CH:19][C:16]=1[C:17]#[N:18])#[N:22]. Procedure: 1, 3-Diiodoperfluoropropane (2.0 g, 5 mmol), 1.8 g (30 meq) of activated copper, 2.5 g (10 mmol) of 4 - iodophthalonitrile and 6 ml of dry dimethyl sulfoxide were purged for 15 minutes with argon and the mixture was then heated at 115°-120° C. for 4 hours. After cooling, the content was poured into 100 ml of water and extracted with four 50 ml portions of ether. The combined ethereal extract was washed with water, charcoaled, dried over anhydrous sodium sulfate and concentrated at reduced pressu... The reactants are solution, C(CCC)[Li] (butyl lithium), CCCCCC (hexane), C[Si](N1CC2=C(CC1)SC=C2)(C)C (5-trimethylsilyl-4,5,6,7-tetrahydrothieno[3,2-c]pyridine), B(OCCCC)(OCCCC)OCCCC (tributyl borate), Cl (hydrochloric acid). The solvent is CN(C)P(=O)(N(C)C)N(C)C (HMPT), C1CCOC1 (THF), C1CCOC1 (THF). Run at temperature -20 celsius, time 2 hour. Yields the product S1C(=CC=2CNCCC21)B(O)O (4,5,6,7-Tetrahydro-thieno[3,2-c]pyridine-2-boronic acid). As a reaction SMILES: C([Li])CCC.CCCCCC.C[Si](C)(C)[N:14]1[CH2:19][CH2:18][C:17]2[S:20][CH:21]=[CH:22][C:16]=2[CH2:15]1.[B:25](OCCCC)([O:31]CCCC)[O:26]CCCC.Cl>C1COCC1.CN(P(N(C)C)(N(C)C)=O)C>[S:20]1[C:17]2[CH2:18][CH2:19][NH:14][CH2:15][C:16]=2[CH:22]=[C:21]1[B:25]([OH:31])[OH:26]. Procedure: 45.4 cc. of a 12% solution of butyl lithium in hexane (0.084 mol) are added dropwise, under an atmosphere of nitrogen, to a solution, cooled to -20° C., of 15 g. (0.07 mol) 5-trimethylsilyl-4,5,6,7-tetrahydrothieno[3,2-c]pyridine, prepared as in Example 7, in 150 cc. of THF. The reaction mixture is allowed to return to 0° C. and 3 cc. HMPT are added thereto. After cooling this mixture to -50° C., a solution of 19.3 g. (0.084 mol) tributyl borate in 30 cc. THF is added dropwise. Stirring is conti... Starting materials: ClC1=C(C#N)C(=C(C(=N1)NC1=NNC(=C1)C1CC1)F)I (2-chloro-6-(5-cyclopropyl-1H-pyrazol-3-ylamino)-5-fluoro-4-iodonicotinonitrile), FC1=CC=C(C=C1)[C@H](C)N ((5)-1-(4-fluorophenyl)ethanamine), CCN(C(C)C)C(C)C (DIEA). Run in CCCCO (n-BuOH), O (water). Product: C1(CC1)C1=CC(=NN1)NC1=NC(=C(C#N)C(=C1F)I)N[C@@H](C)C1=CC=C(C=C1)F ((S)-6-(5-Cyclopropyl-1H-pyrazol-3-ylamino)-5-fluoro-2-(1-(4-fluorophenyl)ethylamino)-4-iodonicotinonitrile). Isolated yield 20.0%. Reaction SMILES: Cl[C:2]1[N:9]=[C:8]([NH:10][C:11]2[CH:15]=[C:14]([CH:16]3[CH2:18][CH2:17]3)[NH:13][N:12]=2)[C:7]([F:19])=[C:6]([I:20])[C:3]=1[C:4]#[N:5].[F:21][C:22]1[CH:27]=[CH:26][C:25]([C@@H:28]([NH2:30])[CH3:29])=[CH:24][CH:23]=1.CCN(C(C)C)C(C)C>CCCCO.O>[CH:16]1([C:14]2[NH:13][N:12]=[C:11]([NH:10][C:8]3[C:7]([F:19])=[C:6]([I:20])[C:3]([C:4]#[N:5])=[C:2]([NH:30][C@H:28]([C:25]4[CH:26]=[CH:27][C:22]([F:21])=[CH:23][CH:24]=4)[CH3:29])[N:9]=3)[CH:15]=2)[CH2:18][CH2:17]1. Procedure: A solution of 2-chloro-6-(5-cyclopropyl-1H-pyrazol-3-ylamino)-5-fluoro-4-iodonicotinonitrile (Method 39, 0.28 g, 0.69 mmol), (5)-1-(4-fluorophenyl)ethanamine (0.19 g, 1.3 mmol), and DIEA (0.11 g, 0.90 mmol) in n-BuOH (1 ml) was heated to 140° C. for 18 hours. The reaction was diluted with water (10 ml), extracted with DCM (2×20 ml) and the combined organic fractions were dried over Na2SO4, filtered, and then concentrated. The resulting oil was purified by column chromatography (DCM-MeOH=100:1) t... The reactants are CS(C)=O, O=C(O)CCC(CCCSC(c1ccccc1)(c1ccccc1)c1ccccc1)(C(=O)O)C(=O)O. The product is O=C(O)CCC(CCCSC(c1ccccc1)(c1ccccc1)c1ccccc1)C(=O)O. RXN SMILES: [CH3:36][S:37]([CH3:38])=[O:39].[c:1]1([C:7]([S:8][CH2:9][CH2:10][CH2:11][C:12]([CH2:13][CH2:14][C:15](=[O:16])[OH:17])([C:18](=[O:19])[OH:20])[C:21]([OH:22])=[O:23])([c:24]2[cH:25][cH:26][cH:27][cH:28][cH:29]2)[c:30]2[cH:31][cH:32][cH:33][cH:34][cH:35]2)[cH:2][cH:3][cH:4][cH:5][cH:6]1>>[c:1]1([C:7]([S:8][CH2:9][CH2:10][CH2:11][CH:12]([CH2:13][CH2:14][C:15](=[O:16])[OH:17])[C:18](=[O:19])[OH:20])([c:24]2[cH:25][cH:26][cH:27][cH:28][cH:29]2)[c:30]2[cH:31][cH:32][cH:33][cH:34][cH:35]2)[cH:2][cH:3][cH:4][cH:5][cH:6]1. Reactants: CN(C1=C(C=NC=C1)[N+](=O)[O-])N1C=CC=C1 (N-methyl-N-(1H-pyrrol-1-yl)-3-nitro-4-pyridinamine), C(C)(C)O (isopropanol). The reagents and catalysts are [Pd] (palladium on carbon). Solvent: CO (methanol). Reaction conditions: time 18 hour. Product: CN(N1C=CC=C1)C1=C(C=NC=C1)N (4-[N-Methyl-N-(1H-pyrrol-1-yl)amino]-3-pyridinamine). Reaction SMILES: [CH3:1][N:2]([N:12]1[CH:16]=[CH:15][CH:14]=[CH:13]1)[C:3]1[CH:8]=[CH:7][N:6]=[CH:5][C:4]=1[N+:9]([O-])=O.C(O)(C)C>[Pd].CO>[CH3:1][N:2]([C:3]1[CH:8]=[CH:7][N:6]=[CH:5][C:4]=1[NH2:9])[N:12]1[CH:13]=[CH:14][CH:15]=[CH:16]1. Procedure: In a Parr shaker apparatus was placed a mixture prepared from 5.0 g of N-methyl-N-(1H-pyrrol-1-yl)-3-nitro-4-pyridinamine, 310 mg of 10% palladium on carbon, 175 ml of isopropanol and 30 ml of methanol. This was shaken for 18 hours at ambient temperature.